Dataset: the Open Reaction Database (ORD), a public repository of structured organic reaction records. Task: describe an organic reaction: reactants, conditions, products, and yield Reactants: CCOP(=O)(CC(=O)OC(C)(C)C)OCC, Cc1ccnc(C=O)c1, [H-], [Na+], C1CCOC1, O. Yields the product Cc1ccnc(C=CC(=O)OC(C)(C)C)c1. RXN SMILES: [CH2:1]([O:2][P:3]([O:4][CH2:5][CH3:6])(=[O:7])[CH2:9][C:10](=[O:11])[O:12][C:13]([CH3:14])([CH3:15])[CH3:16])[CH3:8].[CH3:19][c:20]1[cH:21][c:22]([CH:26]=[O:27])[n:23][cH:24][cH:25]1.[H-:17].[Na+:18].[O:29]1[CH2:30][CH2:31][CH2:32][CH2:33]1.[OH2:28]>>[CH:9]([C:10](=[O:11])[O:12][C:13]([CH3:14])([CH3:15])[CH3:16])=[CH:26][c:22]1[cH:21][c:20]([CH3:19])[cH:25][cH:24][n:23]1.